This data is from the Open Reaction Database (ORD), a public repository of structured organic reaction records. The task is: describe an organic reaction: reactants, conditions, products, and yield Reactants: CCC1CCNCC1, CC#N, COC(=O)CCC(C(N)=O)N1Cc2c(OCc3ccc(CBr)cc3)cccc2C1=O. Product: CCC1CCN(Cc2ccc(COc3cccc4c3CN(C(CCC(=O)OC)C(N)=O)C4=O)cc2)CC1. As a reaction SMILES: [CH2:31]([CH3:32])[CH:33]1[CH2:34][CH2:35][NH:36][CH2:37][CH2:38]1.[CH3:39][C:40]#[N:41].[NH2:1][C:2]([CH:3]([CH2:4][CH2:5][C:6](=[O:7])[O:8][CH3:9])[N:10]1[C:11](=[O:29])[c:12]2[cH:13][cH:14][cH:15][c:16]([O:19][CH2:20][c:21]3[cH:22][cH:23][c:24]([CH2:27][Br:28])[cH:25][cH:26]3)[c:17]2[CH2:18]1)=[O:30]>>[NH2:1][C:2]([CH:3]([CH2:4][CH2:5][C:6](=[O:7])[O:8][CH3:9])[N:10]1[C:11](=[O:29])[c:12]2[cH:13][cH:14][cH:15][c:16]([O:19][CH2:20][c:21]3[cH:22][cH:23][c:24]([CH2:27][N:36]4[CH2:35][CH2:34][CH:33]([CH2:31][CH3:32])[CH2:38][CH2:37]4)[cH:25][cH:26]3)[c:17]2[CH2:18]1)=[O:30]. Starting materials: C(C)(C)(C)[Mg]Cl (t-butyl magnesium chloride), FC(OC1=CC=C(C=O)C=C1)(F)F (4-trifluoromethoxybenzaldehyde), CCOCC (Ether), S(O)(O)(=O)=O (sulfuric acid). The solvent is C1CCOC1 (THF), C1CCOC1 (THF). Conditions: time 8 hour. Yields the product FC(OC1=CC=C(C(C(C)(C)C)O)C=C1)(F)F (4-Trifluoromethoxy-α-t-butylbenzyl alcohol). As a reaction SMILES: [C:1]([Mg]Cl)([CH3:4])([CH3:3])[CH3:2].[F:7][C:8]([F:19])([F:18])[O:9][C:10]1[CH:17]=[CH:16][C:13]([CH:14]=[O:15])=[CH:12][CH:11]=1.S(=O)(=O)(O)O.CCOCC>C1COCC1>[F:7][C:8]([F:18])([F:19])[O:9][C:10]1[CH:17]=[CH:16][C:13]([CH:14]([OH:15])[C:1]([CH3:4])([CH3:3])[CH3:2])=[CH:12][CH:11]=1. Procedure: To a solution of commercially available t-butyl magnesium chloride in THF (1.0 mol) is added at 38°-40° C. a solution of 4-trifluoromethoxybenzaldehyde (56 g, 0.4 mol) in THF (50 ml) under nitrogen atmosphere. The reaction solution is stirred at room temperature overnight and cautiously acidified with dilute sulfuric acid at 15°-20° C. Ether is added and the organic phase is washed with water, dried (Na2SO4) and evaporated to a gummy solid. The crude material is purified by silica gel chromatogr... The reactants are CO, Cl, CCCN(Cc1ccccc1O)C(=O)OC(C)(C)C. Product: CCCNCc1ccccc1O. As a reaction SMILES: [CH3:21][OH:22].[ClH:20].[OH:1][c:2]1[c:3]([CH2:4][N:5]([C:6](=[O:7])[O:8][C:9]([CH3:10])([CH3:11])[CH3:12])[CH2:13][CH2:14][CH3:15])[cH:16][cH:17][cH:18][cH:19]1>>[OH:1][c:2]1[c:3]([CH2:4][NH:5][CH2:13][CH2:14][CH3:15])[cH:16][cH:17][cH:18][cH:19]1. Starting materials: C=1(O)C(O)=CC=CC1 (Catechol), C=O (formaldehyde), C(C(=O)O)(=O)O (Oxalic acid). Run in O (water), O (water). Reaction conditions: temperature 85 celsius, time 2 hour. Product: C=1(O)C(O)=CC=CC1.C=O (Catechol Formaldehyde). RXN SMILES: [C:1]1([C:3](=[CH:5][CH:6]=[CH:7][CH:8]=1)[OH:4])[OH:2].C=O.C(O)(=O)[C:12](O)=[O:13]>O>[C:1]1([C:3](=[CH:5][CH:6]=[CH:7][CH:8]=1)[OH:4])[OH:2].[CH2:12]=[O:13] |f:4.5|. Reported procedure: Catechol (440.0 grams (4.0 moles) from James River Corp., Camas, Wash.) and 162 grams of 37% aqueous formaldehyde (2.0 moles) were placed into a one-liter, three-necked, round-bottomed flask equipped with a paddle stirrer, thermometer, water-cooled condenser and heating mantle. Deionized water (400 milliliters) was added to the flask and stirring was started. The mixture was heated to 50° C., 75° C., 85° C., and finally to reflux temperature (approximately 100° C.) over a 15 minute interval. Ref... Reactants: ClCl (Cl2), CC1=NOC(=C1C)N(S(=O)(=O)C=1C(=CC=CC1)C1=C(C=C(C=C1)C=1OC=CN1)CC=O)COCCOC (N-(3,4-Dimethyl-5-isoxazolyl)-2'-(formylmethyl)-N-[(2-methoxyethoxy)methyl]-4'-(2-oxazolyl)[1,1'-biphenyl]-2-sulfonamide), NS(=O)(=O)O (H2NSO3H), ice, [O-]Cl=O.[Na+] (NaClO2). Solvent: C1CCOC1 (THF), O (H2O). Reaction conditions: temperature 0 celsius, time 2 minute. Yields the product CC1=NOC(=C1C)N(S(=O)(=O)C1=C(C=CC=C1)C=1C(=CC(=CC1)C=1OC=CN1)CC(=O)O)COCCOC (2'-[[(3,4-Dimethyl-5-isoxazolyl)[(2-methoxyethoxy)methyl]amino]sulfonyl]-4-(2-oxazolyl)[1,1'-biphenyl]-2-acetic acid). Reaction SMILES: [CH3:1][C:2]1[C:6]([CH3:7])=[C:5]([N:8]([CH2:32][O:33][CH2:34][CH2:35][O:36][CH3:37])[S:9]([C:12]2[C:13]([C:18]3[CH:23]=[CH:22][C:21]([C:24]4[O:25][CH:26]=[CH:27][N:28]=4)=[CH:20][C:19]=3[CH2:29][CH:30]=[O:31])=[CH:14][CH:15]=[CH:16][CH:17]=2)(=[O:11])=[O:10])[O:4][N:3]=1.NS(O)(=O)=[O:40].[O-]Cl=O.[Na+].ClCl>C1COCC1.O>[CH3:1][C:2]1[C:6]([CH3:7])=[C:5]([N:8]([CH2:32][O:33][CH2:34][CH2:35][O:36][CH3:37])[S:9]([C:12]2[CH:17]=[CH:16][CH:15]=[CH:14][C:13]=2[C:18]2[C:19]([CH2:29][C:30]([OH:40])=[O:31])=[CH:20][C:21]([C:24]3[O:25][CH:26]=[CH:27][N:28]=3)=[CH:22][CH:23]=2)(=[O:11])=[O:10])[O:4][N:3]=1 |f:2.3|. Procedure: To the title compound of Step (B) (300 mg, 0.57 mmol) and H2NSO3H (111 mg, 1.14 mmol) in 11.4 ml THF at 0° C., an ice cooled solution of NaClO2 (103 mg, 1.14 mmol) in 11.4 ml H2O was added. The mixture was stirred at 0° C. for 2 min. 60 ml CH2 Cl2 was added. The organic layer was separated and washed with H2O and brine, dried and concentrated to afford the title compound of this step, which was relatively pure and was used in the next step without further purification. Reactants: C(C(O)C1=CC=CC=C1)(=O)O (mandelic acid), N[C@@H](CS)C(=O)O (cysteine), C(C(O)C1=CC=CC=C1)(=O)O (mandelic acid), NC(CS)C(=O)O (DL-cysteine), N[C@@H](CS)C(=O)O (cysteine). Product: C([C@@H](O)C1=CC=CC=C1)(=O)O.N[C@@H](CS)C(=O)O (L-cysteine L-mandelic acid), C([C@H](O)C1=CC=CC=C1)(=O)O.N[C@H](CS)C(=O)O (D-cysteine D-mandelic acid). Reaction SMILES: [NH2:1][CH:2]([C:5]([OH:7])=[O:6])[CH2:3][SH:4].[NH2:8][C@H:9]([C:12]([OH:14])=[O:13])[CH2:10][SH:11].[C:15]([OH:25])(=[O:24])[CH:16]([C:18]1[CH:23]=[CH:22][CH:21]=[CH:20][CH:19]=1)[OH:17]>>[C:15]([OH:25])(=[O:24])[C@H:16]([C:18]1[CH:23]=[CH:22][CH:21]=[CH:20][CH:19]=1)[OH:17].[NH2:1][C@H:2]([C:5]([OH:7])=[O:6])[CH2:3][SH:4].[C:15]([OH:25])(=[O:24])[C@@H:16]([C:18]1[CH:23]=[CH:22][CH:21]=[CH:20][CH:19]=1)[OH:17].[NH2:8][C@@H:9]([C:12]([OH:14])=[O:13])[CH2:10][SH:11] |f:3.4,5.6|. Reported procedure: The first step of carrying out the present method is to dissolve free DL-cysteine or cysteine containing excess amount of one of the enantiomers thereof in a liquid medium. Also, optically active mandelic acid is dissolved in the same kind of liquid medium. The latter solution (mandelic acid solution) is gradually added to the former solution (cysteine solution). Then, the less soluble complex will preferentially precipitates or crystallizes out in the mixed solution. Separation of the solid fro... The reactants are C(=C)C1=CC=C(CN2C(=NC3=C2C=CC=C3)C)C=C1 (1-(4-vinylbenzyl)-2-methylbenzimidazole), C=O (formaldehyde), aqueous solution. The solvent is N1=CC=CC=C1 (pyridine). Reaction conditions: temperature 95 celsius, time 24 hour. Yields the product C(=C)C1=CC=C(CN2C(=NC3=C2C=CC=C3)CCO)C=C1 (1-(4-vinylbenzyl)-2-(2-hydroxyethyl)benzimidazole), off-white solid. The yield is 41.0%. Reaction SMILES: [CH:1]([C:3]1[CH:19]=[CH:18][C:6]([CH2:7][N:8]2[C:12]3[CH:13]=[CH:14][CH:15]=[CH:16][C:11]=3[N:10]=[C:9]2[CH3:17])=[CH:5][CH:4]=1)=[CH2:2].[CH2:20]=[O:21]>N1C=CC=CC=1>[CH:1]([C:3]1[CH:19]=[CH:18][C:6]([CH2:7][N:8]2[C:12]3[CH:13]=[CH:14][CH:15]=[CH:16][C:11]=3[N:10]=[C:9]2[CH2:17][CH2:20][OH:21])=[CH:5][CH:4]=1)=[CH2:2]. Procedure details: Next, 1-(4-vinylbenzyl)-2-(2-hydroxyethyl)benzimidazole was prepared. A mixture of 1-(4-vinylbenzyl)-2-methylbenzimidazole (20.0 g, 81 mmol), formaldehyde (320 mmol as 26.1 g of the 37% aqueous solution), and 25 g of pyridine were stirred magnetically and heated to 95° C. The mixture became homogeneous within minutes. After 24 h, the mixture was cooled to ambient and concentrated at reduced pressure to deposit a tan oil. The product was purified by flash chromatography (silica gel, 75% dichlorom... The reactants are C1(=CC=CC=C1)P(C1=CC=CC=C1)(C1=CC=CC=C1)=O (triphenylphosphine oxide), S(O)(O)(=O)=O (sulfuric acid). Solvent: ClC1=CC=CC=C1 (chlorobenzene). The product is C1(=CC=CC=C1)P(C1=CC=CC=C1)(C1=CC=CC=C1)=O.S(O)(O)(=O)=O (triphenylphosphine oxide sulfuric acid). RXN SMILES: [C:1]1([P:7](=[O:20])([C:14]2[CH:19]=[CH:18][CH:17]=[CH:16][CH:15]=2)[C:8]2[CH:13]=[CH:12][CH:11]=[CH:10][CH:9]=2)[CH:6]=[CH:5][CH:4]=[CH:3][CH:2]=1.[S:21](=[O:25])(=[O:24])([OH:23])[OH:22]>ClC1C=CC=CC=1>[C:1]1([P:7](=[O:20])([C:8]2[CH:13]=[CH:12][CH:11]=[CH:10][CH:9]=2)[C:14]2[CH:19]=[CH:18][CH:17]=[CH:16][CH:15]=2)[CH:2]=[CH:3][CH:4]=[CH:5][CH:6]=1.[S:21](=[O:23])(=[O:22])([OH:25])[OH:24] |f:3.4|. Procedure: To a solution of 46.9 g of triphenylphosphine oxide (ca 70% strength) in 230 mL of chlorobenzene there were added, dropwise over a period of 10 minutes, 6.9 g of 98% strength sulfuric acid. The purification was carried out in a manner similar to that described in Example 1 and there were obtained 38.3 g of triphenylphosphine oxide/sulfuric acid adduct and, from this, 27.9 g of triphenylphosphine oxide (based on 70% starting product this points to a refind rate of 85%). Reported procedure: The reductive amination of (S)-2-amino-6-(5-amino-2-fluoro-phenyl)-3,5,5,6-tetramethyl-5,6-dihydro-3H-pyrimidin-4-one (intermediate J) and isoxazole-3-carbaldehyde using decaborane yielded the title compound as a light yellow waxy solid. MS (ESI): m/z=360.4 [M+H]+. The product is NC1=N[C@](C(C(N1C)=O)(C)C)(C)C1=C(C=CC(=C1)NCC1=NOC=C1)F ((S)-2-Amino-6-{2-fluoro-5-[(isoxazol-3-ylmethyl)-amino]phenyl}-3,5,5,6-tetramethyl-5,6-dihydro-3H-pyrimidin-4-one). Reaction SMILES: [NH2:1][C:2]1[N:7]([CH3:8])[C:6](=[O:9])[C:5]([CH3:11])([CH3:10])[C@:4]([C:13]2[CH:18]=[C:17]([NH2:19])[CH:16]=[CH:15][C:14]=2[F:20])([CH3:12])[N:3]=1.[O:21]1[CH:25]=[CH:24][C:23]([CH:26]=O)=[N:22]1.[B][B][B][B][B][B][B][B][B][B]>>[NH2:1][C:2]1[N:7]([CH3:8])[C:6](=[O:9])[C:5]([CH3:10])([CH3:11])[C@:4]([C:13]2[CH:18]=[C:17]([NH:19][CH2:26][C:23]3[CH:24]=[CH:25][O:21][N:22]=3)[CH:16]=[CH:15][C:14]=2[F:20])([CH3:12])[N:3]=1 |^3:27,36,^1:28,29,30,31,32,33,34,35|. The reactants are NC1=N[C@](C(C(N1C)=O)(C)C)(C)C1=C(C=CC(=C1)N)F ((S)-2-amino-6-(5-amino-2-fluoro-phenyl)-3,5,5,6-tetramethyl-5,6-dihydro-3H-pyrimidin-4-one), [B][B][B][B][B][B][B][B][B][B] (decaborane), NC1=N[C@](C(C(N1C)=O)(C)C)(C)C1=C(C=CC(=C1)N)F ((S)-2-amino-6-(5-amino-2-fluoro-phenyl)-3,5,5,6-tetramethyl-5,6-dihydro-3H-pyrimidin-4-one), O1N=C(C=C1)C=O (isoxazole-3-carbaldehyde). The reactants are C(C1=CC=CC=C1)OC=1C=CC=C2C(CCOC12)C(=O)O (8-benzyloxychroman-4-carboxylic acid), CN(C1=CC=C(C=C1)CNC1=CC=C(C=C1)C(C)C)C ([(4-dimethylaminophenyl)methyl](4-isopropylphenyl)amine). Product: C(C1=CC=CC=C1)OC=1C=CC=C2C(CCOC12)C(=O)N(C1=CC=C(C=C1)C(C)C)CC1=CC=C(C=C1)N(C)C (8-benzyloxy-N-[(4-dimethylaminophenyl)methyl]-N-(4-isopropylphenyl)chroman-4-carboxamide). The yield is 98.5%. RXN SMILES: [CH2:1]([O:8][C:9]1[CH:10]=[CH:11][CH:12]=[C:13]2[C:18]=1[O:17][CH2:16][CH2:15][CH:14]2[C:19]([OH:21])=O)[C:2]1[CH:7]=[CH:6][CH:5]=[CH:4][CH:3]=1.[CH3:22][N:23]([CH3:41])[C:24]1[CH:29]=[CH:28][C:27]([CH2:30][NH:31][C:32]2[CH:37]=[CH:36][C:35]([CH:38]([CH3:40])[CH3:39])=[CH:34][CH:33]=2)=[CH:26][CH:25]=1>>[CH2:1]([O:8][C:9]1[CH:10]=[CH:11][CH:12]=[C:13]2[C:18]=1[O:17][CH2:16][CH2:15][CH:14]2[C:19]([N:31]([CH2:30][C:27]1[CH:26]=[CH:25][C:24]([N:23]([CH3:41])[CH3:22])=[CH:29][CH:28]=1)[C:32]1[CH:33]=[CH:34][C:35]([CH:38]([CH3:40])[CH3:39])=[CH:36][CH:37]=1)=[O:21])[C:2]1[CH:3]=[CH:4][CH:5]=[CH:6][CH:7]=1. Procedure: By the reaction and treatment in the same manner as in Example 12 using 8-benzyloxychroman-4-carboxylic acid (0.54 g) and [(4-dimethylaminophenyl)methyl](4-isopropylphenyl)amine (0.51 g) as starting materials, 8-benzyloxy-N-[(4-dimethylaminophenyl)methyl]-N-(4-isopropylphenyl)chroman-4-carboxamide (1 g) was obtained.